Dataset: the Open Reaction Database (ORD), a public repository of structured organic reaction records. Task: describe an organic reaction: reactants, conditions, products, and yield The reactants are Nc1nccc2scc(-c3ccc4c(c3)CCN4C(=O)Cc3cc(F)ccc3F)c12, O=C1CCC(=O)N1I, CN(C)C=O, O. Yields the product Nc1ncc(I)c2scc(-c3ccc4c(c3)CCN4C(=O)Cc3cc(F)ccc3F)c12. Reaction SMILES: [F:1][c:2]1[c:3]([CH2:9][C:10](=[O:11])[N:12]2[CH2:13][CH2:14][c:15]3[cH:16][c:17](-[c:21]4[cH:22][s:23][c:24]5[c:25]4[c:26]([NH2:30])[n:27][cH:28][cH:29]5)[cH:18][cH:19][c:20]32)[cH:4][c:5]([F:8])[cH:6][cH:7]1.[O:31]=[C:32]1[N:33]([I:38])[C:34](=[O:35])[CH2:36][CH2:37]1.[O:40]=[CH:41][N:42]([CH3:43])[CH3:44].[OH2:39]>>[F:1][c:2]1[c:3]([CH2:9][C:10](=[O:11])[N:12]2[CH2:13][CH2:14][c:15]3[cH:16][c:17](-[c:21]4[cH:22][s:23][c:24]5[c:25]4[c:26]([NH2:30])[n:27][cH:28][c:29]5[I:38])[cH:18][cH:19][c:20]32)[cH:4][c:5]([F:8])[cH:6][cH:7]1. Starting materials: BrC1=CC(=C(C(=N1)[C@](C(F)F)(CO)NC(CCl)=O)F)[Si](CC)(CC)CC (N—[(R)-1-(6-bromo-3-fluoro-4-triethylsilanyl-pyridin-2-yl)-2,2-difluoro-1-hydroxymethyl-ethyl]-2-chloro-acetamide), CC(C)([O-])C.[K+] (potassium tert-butoxide). The solvent is C(C)(=O)OCC (ethyl acetate), C(C)(C)(C)O (t-butanol). Reaction conditions: temperature 100 celsius, time 18 hour. Product: BrC1=CC=C(C(=N1)[C@@]1(COCC(N1)=O)C(F)F)F ((R)-5-(6-Bromo-3-fluoro-pyridin-2-yl)-5-difluoromethyl-morpholin-3-one). Yield: 71.0%. Reaction SMILES: [Br:1][C:2]1[N:7]=[C:6]([C@@:8]([NH:14][C:15](=[O:18])[CH2:16]Cl)([CH2:12][OH:13])[CH:9]([F:11])[F:10])[C:5]([F:19])=[C:4]([Si](CC)(CC)CC)[CH:3]=1.CC(C)([O-])C.[K+]>C(O)(C)(C)C.C(OCC)(=O)C>[Br:1][C:2]1[N:7]=[C:6]([C@@:8]2([CH:9]([F:11])[F:10])[NH:14][C:15](=[O:18])[CH2:16][O:13][CH2:12]2)[C:5]([F:19])=[CH:4][CH:3]=1 |f:1.2|. Reported procedure: To a solution of N—[(R)-1-(6-bromo-3-fluoro-4-triethylsilanyl-pyridin-2-yl)-2,2-difluoro-1-hydroxymethyl-ethyl]-2-chloro-acetamide (2.32 g, 4.88 mmol) in t-butanol (50 ml) was added potassium tert-butoxide (7.31 ml, 7.31 mmol, 1M in THF) and the solution was stirred in a closed vial for 18 h at 100° C. The reaction mixture was diluted with ethyl acetate, washed with water, sat. NaHSO4 solution and brine, dried over sodium sulfate, filtered and evaporated. The crude product (2.36 g) was chromatog... Reported procedure: To ethyl 2-[4-[2-[[(1S,2R)-2-hydroxy-2-(4-hydroxy-phenyl)-1-methylethyl]amino]ethyl]phenoxy]acetate phosphate (62.0 g) was added 2 mole/L aqueous sodium hydroxide solution (393 mL), and the mixture was heated to 40° C. of internal temperature with stirring to dissolve. 4 Mole/L aqueous phosphoric acid solution (115 mL) was added dropwise to the solution at 40-46° C. of internal temperature. After stirring at room temperature overnight, the resulting crystals were collected by filtration and wash... Yields the product O[C@@H]([C@H](C)NCCC1=CC=C(OCC(=O)O)C=C1)C1=CC=C(C=C1)O (2-[4-[2-[[(1S,2R)-2-hydroxy-2-(4-hydroxyphenyl)-1-methylethyl]amino]ethyl]-phenoxy]acetic Acid). Reaction SMILES: P(O)(O)(O)=O.[OH:6][C@H:7]([C:26]1[CH:31]=[CH:30][C:29]([OH:32])=[CH:28][CH:27]=1)[C@@H:8]([NH:10][CH2:11][CH2:12][C:13]1[CH:25]=[CH:24][C:16]([O:17][CH2:18][C:19]([O:21]CC)=[O:20])=[CH:15][CH:14]=1)[CH3:9].[OH-].[Na+].P(=O)(O)(O)O.O>CO>[OH:6][C@H:7]([C:26]1[CH:27]=[CH:28][C:29]([OH:32])=[CH:30][CH:31]=1)[C@@H:8]([NH:10][CH2:11][CH2:12][C:13]1[CH:25]=[CH:24][C:16]([O:17][CH2:18][C:19]([OH:21])=[O:20])=[CH:15][CH:14]=1)[CH3:9] |f:0.1,2.3|. The yield is 110.1%. The reactants are O (water), P(=O)(O)(O)O.O[C@@H]([C@H](C)NCCC1=CC=C(OCC(=O)OCC)C=C1)C1=CC=C(C=C1)O (ethyl 2-[4-[2-[[(1S,2R)-2-hydroxy-2-(4-hydroxy-phenyl)-1-methylethyl]amino]ethyl]phenoxy]acetate phosphate), [OH-].[Na+] (sodium hydroxide), P(O)(O)(O)=O (phosphoric acid). Reaction conditions: temperature 40 celsius. The solvent is CO (methanol). Starting materials: CCOC(=O)C(=O)Nc1ccc(C(C)C)s1, CC(=O)OC(C)=O, CC(=O)O, O=[N+]([O-])O. The product is CCOC(=O)C(=O)Nc1sc(C(C)C)cc1[N+](=O)[O-]. RXN SMILES: [C:1](=[O:2])([C:3](=[O:4])[O:5][CH2:6][CH3:7])[NH:8][c:9]1[s:10][c:11]([CH:14]([CH3:15])[CH3:16])[cH:12][cH:13]1.[CH3:21][C:22]([O:23][C:24](=[O:25])[CH3:26])=[O:27].[CH3:28][C:29](=[O:30])[OH:31].[OH:17][N+:18]([O-:19])=[O:20]>>[C:1](=[O:2])([C:3](=[O:4])[O:5][CH2:6][CH3:7])[NH:8][c:9]1[s:10][c:11]([CH:14]([CH3:15])[CH3:16])[cH:12][c:13]1[N+:18](=[O:17])[O-:19].